Dataset: the Open Reaction Database (ORD), a public repository of structured organic reaction records. Task: describe an organic reaction: reactants, conditions, products, and yield Reactants: ( 2 ), C(C)(C)(C)NC1=NC=CC=2C(=CC=CC12)C(=O)NC1=C(C=CC(=C1)NC(=O)NC1=CC(=C(C=C1)Cl)C(F)(F)F)C (1-(t-butylamino) N (5 (3 (4 chloro-3-(trifluoromethyl)phenyl)ureido)-2-methylphenyl)isoquinoline-5-carboxamide), FC1=C(C=C(C=C1)C(F)(F)F)N=C=O (1-fluoro-2-isocyanato-4-trifluoromethyl benzene). Product: C(C)(C)(C)NC1=NC=CC=2C(=CC=CC12)C(=O)NC1=C(C=CC(=C1)NC(=O)NC1=C(C=CC(=C1)C(F)(F)F)F)C (1-(t-butylamino)-N-(5-(3-(2-fluoro-5-(trifluoromethyl)phenyl)ureido)-2-methylphenyl)isoquinoline-5-carboxamide). Yield: 42.0%. RXN SMILES: [C:1]([NH:5][C:6]1[C:15]2[CH:14]=[CH:13][CH:12]=[C:11]([C:16]([NH:18][C:19]3[CH:24]=[C:23]([NH:25][C:26]([NH:28][C:29]4[CH:34]=[CH:33][C:32](Cl)=[C:31]([C:36]([F:39])([F:38])[F:37])[CH:30]=4)=[O:27])[CH:22]=[CH:21][C:20]=3[CH3:40])=[O:17])[C:10]=2[CH:9]=[CH:8][N:7]=1)([CH3:4])([CH3:3])[CH3:2].[F:41]C1C=CC(C(F)(F)F)=CC=1N=C=O>>[C:1]([NH:5][C:6]1[C:15]2[CH:14]=[CH:13][CH:12]=[C:11]([C:16]([NH:18][C:19]3[CH:24]=[C:23]([NH:25][C:26]([NH:28][C:29]4[CH:30]=[C:31]([C:36]([F:39])([F:38])[F:37])[CH:32]=[CH:33][C:34]=4[F:41])=[O:27])[CH:22]=[CH:21][C:20]=3[CH3:40])=[O:17])[C:10]=2[CH:9]=[CH:8][N:7]=1)([CH3:4])([CH3:3])[CH3:2]. Procedure details: The procedures of Steps (1), (2) and (3) of Example 12 were repeated step by step, except for using 1-fluoro-2-isocyanato-4-trifluoromethyl benzene instead of benzene in Step (1) of Example 12 to obtain the title compound (60 mg, 42%). Reactants: BrC(C(=O)OC)CCC (methyl 2-bromovalerate), BrC=1C=CC2=C(C(=NCC(N2)=O)C2=NC=CC=C2)C1 (7-bromo-1,3-dihydro-5-(2-pyridyl)-2H-1,4-benzodiazepin-2-one), C[O-].[Na+] (sodium methoxide), CN(C=O)C (dimethylformamide). The solvent is O (water), C1(=CC=CC=C1)C (toluene). Reaction conditions: time 20 minute. Yields the product COC(C(N1C(CN=C(C2=C1C=CC(=C2)Br)C2=NC=CC=C2)=O)CCC)=O (7-bromo-2,3-dihydro-2-oxo-α-propyl-5-(2-pyridyl)-1H-1,4-benzodiazepine-1-acetic acid methyl ester). RXN SMILES: [Br:1][C:2]1[CH:3]=[CH:4][C:5]2[NH:11][C:10](=[O:12])[CH2:9][N:8]=[C:7]([C:13]3[CH:18]=[CH:17][CH:16]=[CH:15][N:14]=3)[C:6]=2[CH:19]=1.C[O-].[Na+].CN(C)C=O.Br[CH:29]([CH2:34][CH2:35][CH3:36])[C:30]([O:32][CH3:33])=[O:31]>O.C1(C)C=CC=CC=1>[CH3:33][O:32][C:30](=[O:31])[CH:29]([CH2:34][CH2:35][CH3:36])[N:11]1[C:5]2[CH:4]=[CH:3][C:2]([Br:1])=[CH:19][C:6]=2[C:7]([C:13]2[CH:18]=[CH:17][CH:16]=[CH:15][N:14]=2)=[N:8][CH2:9][C:10]1=[O:12] |f:1.2|. Procedure details: A mixture of 0.1 mole of 7-bromo-1,3-dihydro-5-(2-pyridyl)-2H-1,4-benzodiazepin-2-one and 0.11 mole of sodium methoxide in about 200 ml. of dimethylformamide is heated at about 95° c. for about 20 minutes. To the mixture is added a solution of 0.11 mole of methyl 2-bromovalerate in about 200 ml. of toluene over a period of about 1 hour at about 95° C., and heating is continued for an additional period of about 6 hours. The reaction mixture is then evaporated in vacuo and the residue thus obtaine... Starting materials: S1C(=NC=C1)NC(=O)C1=CN(C2=CC(=CC=C12)F)CC1CC1 (1-Cyclopropylmethyl-6-fluoro-1H-indole-3-carboxylic acid thiazol-2-ylamide), BrN1C(CCC1=O)=O (N-bromosuccinimide). The solvent is CC(=O)O (HOAc). Yields the product BrC1=CN=C(S1)NC(=O)C1=CN(C2=CC(=CC=C12)F)CC1CC1 (1-cyclopropylmethyl-6-fluoro-1H-indole-3-carboxylic acid (5-bromo-thiazol-2-yl)-amide). The yield is 32.0%. As a reaction SMILES: [S:1]1[CH:5]=[CH:4][N:3]=[C:2]1[NH:6][C:7]([C:9]1[C:17]2[C:12](=[CH:13][C:14]([F:18])=[CH:15][CH:16]=2)[N:11]([CH2:19][CH:20]2[CH2:22][CH2:21]2)[CH:10]=1)=[O:8].[Br:23]N1C(=O)CCC1=O>CC(O)=O>[Br:23][C:5]1[S:1][C:2]([NH:6][C:7]([C:9]2[C:17]3[C:12](=[CH:13][C:14]([F:18])=[CH:15][CH:16]=3)[N:11]([CH2:19][CH:20]3[CH2:22][CH2:21]3)[CH:10]=2)=[O:8])=[N:3][CH:4]=1. Procedure details: 1-Cyclopropylmethyl-6-fluoro-1H-indole-3-carboxylic acid thiazol-2-ylamide (2.5 mmol), N-bromosuccinimide (6 mmol) was stirred in HOAc (25 mL) over night at room temperature. The reaction mixture was evaporated to dryness and the crude product was purified by flash chromatography (Horizon, EtOAc-heptane) to give 1-cyclopropylmethyl-6-fluoro-1H-indole-3-carboxylic acid (5-bromo-thiazol-2-yl)-amide in 32% yield. A solution of 1-cyclopropylmethyl-6-fluoro-1H-indole-3-carboxylic acid (5-bromo-thiazo... Reactants: FC=1C=CC(=C(C1)N[C@@H](C)C(=O)O)[N+](=O)[O-] (N-(5-Fluoro-2-nitrophenyl)-L-alanine), C(C)[C@@H]1C(NC2=CC(=CC=C2N1)F)=O ((3R)-3-ethyl-7-fluoro-3,4-dihydroquinoxalin-2(1H)-one). The product is FC=1C=C2N[C@H](C(NC2=CC1)=O)C ((3S)-6-fluoro-3-methyl-3,4-dihydroquinoxalin-2(1H)-one). As a reaction SMILES: [F:1][C:2]1[CH:3]=[CH:4][C:5]([N+:14]([O-])=O)=[C:6]([NH:8][C@H:9]([C:11](O)=[O:12])[CH3:10])[CH:7]=1.C([C@H]1NC2C(=CC(F)=CC=2)NC1=O)C>>[F:1][C:2]1[CH:7]=[C:6]2[C:5](=[CH:4][CH:3]=1)[NH:14][C:11](=[O:12])[C@H:9]([CH3:10])[NH:8]2. Procedure: N-(5-Fluoro-2-nitrophenyl)-L-alanine was treated according to the procedure for the preparation of (3R)-3-ethyl-7-fluoro-3,4-dihydroquinoxalin-2(1H)-one (see Example 1) to yield (3S)-6-fluoro-3-methyl-3,4-dihydroquinoxalin-2(1H)-one. MS (ESI) m/z 181 ([M+H]+); Anal. Calcd for C9H9FN2O: C, 59.99; H, 5.03; N, 15.55. Found: C, 59.89; H, 4.88; N, 15.46.